This data is from the Open Reaction Database (ORD), a public repository of structured organic reaction records. The task is: describe an organic reaction: reactants, conditions, products, and yield Starting materials: BrCCBr, Cc1nnnn1-c1ccc(Br)cc1C(F)(F)F, COC(=O)C(I)=CCC1CCCC1, C[Si](C)(C)Cl, [Cl-], [NH4+], C1CCOC1, [Zn], c1ccc(P(c2ccccc2)c2ccccc2)cc1. Product: COC(=O)C(=CCC1CCCC1)c1ccc(-n2nnnc2C)c(C(F)(F)F)c1. RXN SMILES: [Br:1][CH2:2][CH2:3][Br:4].[Br:42][c:43]1[cH:44][c:45]([C:55]([F:56])([F:57])[F:58])[c:46](-[n:49]2[n:50][n:51][n:52][c:53]2[CH3:54])[cH:47][cH:48]1.[CH3:10][O:11][C:12]([C:13](=[CH:14][CH2:15][CH:16]1[CH2:17][CH2:18][CH2:19][CH2:20]1)[I:21])=[O:22].[CH3:5][Si:6]([Cl:7])([CH3:8])[CH3:9].[Cl-:59].[NH4+:60].[O:61]1[CH2:62][CH2:63][CH2:64][CH2:65]1.[Zn:66].[c:23]1([P:24]([c:25]2[cH:26][cH:27][cH:28][cH:29][cH:30]2)[c:31]2[cH:32][cH:33][cH:34][cH:35][cH:36]2)[cH:37][cH:38][cH:39][cH:40][cH:41]1>>[CH3:10][O:11][C:12]([C:13](=[CH:14][CH2:15][CH:16]1[CH2:17][CH2:18][CH2:19][CH2:20]1)[c:43]1[cH:44][c:45]([C:55]([F:56])([F:57])[F:58])[c:46](-[n:49]2[n:50][n:51][n:52][c:53]2[CH3:54])[cH:47][cH:48]1)=[O:22].